describe an organic reaction: reactants, conditions, products, and yield From a dataset of the Open Reaction Database (ORD), a public repository of structured organic reaction records. The reactants are C1CCOC1 (THF), C(C=C)(=O)Cl (acrylic acid chloride), C1CCOC1 (THF), NC1CCC2=CC=CC=C12 (1-aminoindane), TEA, O (Water). The solvent is C(C)(=O)OCC (ethyl acetate). Conditions: time 20 minute. Yields the product C1(CCC2=CC=CC=C12)NC(C=C)=O (N-indan-1-yl-acrylamide). As a reaction SMILES: [CH2:1]1C[O:4][CH2:3][CH2:2]1.C(Cl)(=O)C=C.[NH2:11][CH:12]1[C:20]2[C:15](=[CH:16][CH:17]=[CH:18][CH:19]=2)[CH2:14][CH2:13]1.O>C(OCC)(=O)C>[CH:12]1([NH:11][C:3](=[O:4])[CH:2]=[CH2:1])[C:20]2[C:15](=[CH:16][CH:17]=[CH:18][CH:19]=2)[CH2:14][CH2:13]1. Procedure details: A THF (10 mL) solution of acrylic acid chloride (2.04 g) was added dropwise to a THF (30 mL) solution of 1-aminoindane (3.00 g) and TEA (2.28 g) under ice-cooling, and the reaction solution was agitated for 20 minutes at the temperature. Water and ethyl acetate were added to this reaction mixture, and the organic layer was partitioned. The organic layer was washed with a saturated saline solution, dried over anhydrous magnesium sulfate, and concentrated under reduced pressure. 2.23 g of the titl...